From a dataset of the Open Reaction Database (ORD), a public repository of structured organic reaction records. describe an organic reaction: reactants, conditions, products, and yield The reactants are O (Water), C(C)N(CC)S(F)(F)F (diethylaminosulfur trifluoride), FC1=CC=C(C=C1)C1=C2C(CC(OC2=CC(=C1C(C1=CC=C(C=C1)OC(F)(F)F)O)C(C)C)(C)C)=O (rac-5-(4-Fluorophenyl)-6-{hydroxy[4-(trifluoromethoxy)phenyl]methyl}-7-isopropyl-2,2-dimethyl-2,3-dihydro-4H-chromen-4-one). The solvent is ClCCl (dichloromethane), ClCCl (dichloromethane). Reaction conditions: time 2.5 hour. Yields the product FC1=CC=C(C=C1)C1=C2C(CC(OC2=CC(=C1C(C1=CC=C(C=C1)OC(F)(F)F)F)C(C)C)(C)C)=O (rac-5-(4-Fluorophenyl)-6-{fluoro[4-(trifluoromethoxy)phenyl]methyl}-7-isopropyl-2,2-dimethyl-2,3-dihydro-4H-chromen-4-one). Reaction SMILES: C(N(S(F)(F)[F:7])CC)C.[F:10][C:11]1[CH:16]=[CH:15][C:14]([C:17]2[C:26]([CH:27](O)[C:28]3[CH:33]=[CH:32][C:31]([O:34][C:35]([F:38])([F:37])[F:36])=[CH:30][CH:29]=3)=[C:25]([CH:40]([CH3:42])[CH3:41])[CH:24]=[C:23]3[C:18]=2[C:19](=[O:45])[CH2:20][C:21]([CH3:44])([CH3:43])[O:22]3)=[CH:13][CH:12]=1.O>ClCCl>[F:10][C:11]1[CH:16]=[CH:15][C:14]([C:17]2[C:26]([CH:27]([F:7])[C:28]3[CH:29]=[CH:30][C:31]([O:34][C:35]([F:36])([F:38])[F:37])=[CH:32][CH:33]=3)=[C:25]([CH:40]([CH3:41])[CH3:42])[CH:24]=[C:23]3[C:18]=2[C:19](=[O:45])[CH2:20][C:21]([CH3:43])([CH3:44])[O:22]3)=[CH:13][CH:12]=1. Procedure details: At −78° C., a solution of 45 μl (340 μmol) of diethylaminosulfur trifluoride in 1 ml of dichloromethane is slowly added dropwise to a solution of 157 mg (310 μmol) of rac-5-(4-fluorophenyl)-6-{hydroxy[4-(trifluoromethoxy)phenyl]methyl}-7-isopropyl-2,2-dimethyl-2,3-dihydro-4H-chromen-4-one (Example 24A) in 4 ml of dichloromethane, and the mixture is stirred at this temperature for 2.5 h. The mixture is then allowed to thaw slowly to −15° C. and stirred for a further 1.5 h. Water is then added, an... The reactants are FC(F)(F)COc1cccc(CNCCc2c[nH]c3ccc(OCc4ccccc4)cc23)c1, CCO, Cl, Cl. Product: Oc1ccc2[nH]cc(CCNCc3cccc(OCC(F)(F)F)c3)c2c1. RXN SMILES: [CH2:2]([c:3]1[cH:4][cH:5][cH:6][cH:7][cH:8]1)[O:9][c:10]1[cH:11][c:12]2[c:13]([CH2:19][CH2:20][NH:21][CH2:22][c:23]3[cH:24][c:25]([O:29][CH2:30][C:31]([F:32])([F:33])[F:34])[cH:26][cH:27][cH:28]3)[cH:14][nH:15][c:16]2[cH:17][cH:18]1.[CH3:36][CH2:37][OH:38].[ClH:1].[ClH:35]>>[OH:9][c:10]1[cH:11][c:12]2[c:13]([CH2:19][CH2:20][NH:21][CH2:22][c:23]3[cH:24][c:25]([O:29][CH2:30][C:31]([F:32])([F:33])[F:34])[cH:26][cH:27][cH:28]3)[cH:14][nH:15][c:16]2[cH:17][cH:18]1. Reactants: COC(=O)c1cccc(C(=O)O)c1, CN(C)C=O, O=S(Cl)Cl. The product is COC(=O)c1cccc(C(=O)Cl)c1. As a reaction SMILES: [CH3:1][O:2][C:3]([c:4]1[cH:5][c:6]([C:7](=[O:8])[OH:9])[cH:10][cH:11][cH:12]1)=[O:13].[O:18]=[CH:19][N:20]([CH3:21])[CH3:22].[S:14]([Cl:15])([Cl:16])=[O:17]>>[CH3:1][O:2][C:3]([c:4]1[cH:5][c:6]([C:7](=[O:8])[Cl:16])[cH:10][cH:11][cH:12]1)=[O:13]. The reactants are β-ketoesters, 09268146 A2, FC(C(CC(=O)OCC)=O)(F)F (ethyl trifluoroacetoacetate), [BH4-] (borohydride), β-ketoesters. The reagents and catalysts are [Ni] (nickel), [Zn].C(C)(=O)O (zinc acetic acid), [Pt] (platinum on carbon), [Ni] (nickel), [Ru] (ruthenium). The solvent is O1CCCC1 (tetrahydrofuran), CO (methanol). Product: FC(C(CC(=O)OCC)O)(F)F (ethyl 4,4,4-trifluoro-3-hydroxybutyrate). The yield is 78.0%. RXN SMILES: [BH4-].[F:2][C:3]([F:13])([F:12])[C:4](=[O:11])[CH2:5][C:6]([O:8][CH2:9][CH3:10])=[O:7]>[Ru].[Ni].[Pt].CO.O1CCCC1.[Zn].C(O)(=O)C>[F:2][C:3]([F:12])([F:13])[CH:4]([OH:11])[CH2:5][C:6]([O:8][CH2:9][CH3:10])=[O:7] |f:7.8|. Reported procedure: There are a number of ways of reducing β-ketoesters which have been disclosed. In addition to hydrogenation, reduction with zinc/acetic acid or with borohydride reagents are known. For the hydrogenation reactions reported in the literature, most use ruthenium, nickel, or baker's yeast as catalyst. All use a solvent. F. G. Kathawala et al. in Helvetica Chimica Acta, 69, 803-805 (1986) disclose an example in which 5% platinum on carbon is used as a catalyst for the reduction of various β-ketoester... The reactants are C(C)(=O)N1C(CC(C2=CC(=CC=C12)NC(CBr)=O)(C)C1=CC=CC=C1)(C)C (1-acetyl-6-(bromoacetyl)amino-4-phenyl-1,2,3,4-tetrahydro-2,2,4-trimethylquinoline), FC1=C(CN)C=CC(=C1)F (2,4-difluorobenzylamine), C(C)(C)N(C(C)C)CC (N,N-diisopropylethylamine). Run in O1CCOCC1 (dioxane). Reaction conditions: temperature 40 celsius, time 18 hour. Product: C(C)(=O)N1C(CC(C2=CC(=CC=C12)NC(=O)CNCC1=C(C=C(C=C1)F)F)(C)C1=CC=CC=C1)(C)C (1-Acetyl-6-([2,4-difluorobenzylamino]methylcarbonyl)amino-4-phenyl-1,2,3,4-tetrahydro-2,2,4-trimethylquinoline). As a reaction SMILES: [C:1]([N:4]1[C:13]2[C:8](=[CH:9][C:10]([NH:14][C:15](=[O:18])[CH2:16]Br)=[CH:11][CH:12]=2)[C:7]([C:20]2[CH:25]=[CH:24][CH:23]=[CH:22][CH:21]=2)([CH3:19])[CH2:6][C:5]1([CH3:27])[CH3:26])(=[O:3])[CH3:2].[F:28][C:29]1[CH:36]=[C:35]([F:37])[CH:34]=[CH:33][C:30]=1[CH2:31][NH2:32].C(N(CC)C(C)C)(C)C>O1CCOCC1>[C:1]([N:4]1[C:13]2[C:8](=[CH:9][C:10]([NH:14][C:15]([CH2:16][NH:32][CH2:31][C:30]3[CH:33]=[CH:34][C:35]([F:37])=[CH:36][C:29]=3[F:28])=[O:18])=[CH:11][CH:12]=2)[C:7]([C:20]2[CH:25]=[CH:24][CH:23]=[CH:22][CH:21]=2)([CH3:19])[CH2:6][C:5]1([CH3:27])[CH3:26])(=[O:3])[CH3:2]. Reported procedure: A mixture of 1-acetyl-6-(bromoacetyl)amino-4-phenyl-1,2,3,4-tetrahydro-2,2,4-trimethylquinoline (10 mg), 2,4-difluorobenzylamine (6.0 mg) and N,N-diisopropylethylamine (10 μl) in dioxane (2 ml) was stirred at 40° C. for 18 h. The reaction mixture was concentrated in vacuo. The residue was chromatographed on silicagel in dichloromethane/methanol=1/095/5 (v/v) as eluent.